Dataset: the Open Reaction Database (ORD), a public repository of structured organic reaction records. Task: describe an organic reaction: reactants, conditions, products, and yield RXN SMILES: [Na].[S:2]([OH:20])([O:5][N:6]1[C:12](=[O:13])[N:11]2[CH2:14][C@H:7]1[CH:8]=[C:9]([CH2:18][OH:19])[C@H:10]2[C:15](=[O:17])[NH2:16])(=[O:4])=[O:3]>O>[S:2]([OH:20])([O:5][N:6]1[C:12](=[O:13])[N:11]2[CH2:14][C@H:7]1[CH:8]=[C:9]([CH2:18][OH:19])[C@H:10]2[C:15](=[O:17])[NH2:16])(=[O:4])=[O:3] |f:0.1,^1:0|. Starting materials: resin, final ion, Trimethylammonium (2S,5R)-3-(((tert-butyldimethylsilyl)oxy)methyl)-2-carbamoyl-7-oxo-1,6-diazabicyclo[3.2.1]oct-3-en-6-yl sulfate sodium salt, [Na].S(=O)(=O)(ON1[C@@H]2C=C([C@H](N(C1=O)C2)C(N)=O)CO)O ((2S,5R)-2-carbamoyl-3-(hydroxymethyl)-7-oxo-1,6-diazabicyclo[3.2.1]oct-3-en-6-yl Hydrogen Sulfate Sodium Salt). Run in O (water), O (water), O (water). Product: S(=O)(=O)(ON1[C@@H]2C=C([C@H](N(C1=O)C2)C(N)=O)CO)O ((2S,5R)-2-carbamoyl-3-(hydroxymethyl)-7-oxo-1,6-diazabicyclo[3.2.1]oct-3-en-6-yl Hydrogen Sulfate). Procedure: Dowex 50WX8, 100-200 mesh (0.48 g, 6.43 μmol) resin in 2 mL water was loaded into a cartridge and let water run off. Trimethylammonium (2S,5R)-3-(((tert-butyldimethylsilyl)oxy)methyl)-2-carbamoyl-7-oxo-1,6-diazabicyclo[3.2.1]oct-3-en-6-yl sulfate sodium salt (Intermediate 166, 3 mg, 6.43 μmol) in water was passed through the resin 2 times (pH is ˜3). The solution was carried forward to the final ion exchange column, see Example 18. Reactants: NC=1SC=C(N1)C(C(=O)NC1C2SCC(=C(N2C1=O)C(=O)OC(C1=CC=CC=C1)C1=CC=CC=C1)C=COS(=O)(=O)C1=CC=C(C)C=C1)=NOC (7-[2-(2-amino-thiazol-4-yl)-2-methoxyimino-acetamido]-2-benzhydryloxycarbonyl-8-oxo-3-(2-tosyloxy-vinyl)-5-thia-1-aza-bicyclo[4.2.0]oct-2-ene), C(=O)O (formic acid), O (water), O (Water). The solvent is C(C)OCC (diethyl ether). Run at temperature 50 celsius, time 30 minute. The product is NC=1SC=C(N1)C(C(=O)NC1C2SCC(=C(N2C1=O)C(=O)O)C=COS(=O)(=O)C1=CC=C(C)C=C1)=NOC (7-[2-(2-amino-thiazol-4-yl)-2-methoxyimino-acetamido]-2-carboxy-8-oxo-3-(2-tosyloxyvinyl)-5-thia-1-aza-bicyclo[4.2.0]oct-2-ene). Isolated yield 44.1%. RXN SMILES: [NH2:1][C:2]1[S:3][CH:4]=[C:5]([C:7](=[N:49][O:50][CH3:51])[C:8]([NH:10][CH:11]2[C:18](=[O:19])[N:17]3[CH:12]2[S:13][CH2:14][C:15]([CH:36]=[CH:37][O:38][S:39]([C:42]2[CH:48]=[CH:47][C:45]([CH3:46])=[CH:44][CH:43]=2)(=[O:41])=[O:40])=[C:16]3[C:20]([O:22]C(C2C=CC=CC=2)C2C=CC=CC=2)=[O:21])=[O:9])[N:6]=1.C(O)=O.O>C(OCC)C>[NH2:1][C:2]1[S:3][CH:4]=[C:5]([C:7](=[N:49][O:50][CH3:51])[C:8]([NH:10][CH:11]2[C:18](=[O:19])[N:17]3[CH:12]2[S:13][CH2:14][C:15]([CH:36]=[CH:37][O:38][S:39]([C:42]2[CH:43]=[CH:44][C:45]([CH3:46])=[CH:47][CH:48]=2)(=[O:40])=[O:41])=[C:16]3[C:20]([OH:22])=[O:21])=[O:9])[N:6]=1. Procedure details: A mixture of 7-[2-(2-amino-thiazol-4-yl)-2-methoxyimino-acetamido]-2-benzhydryloxycarbonyl-8-oxo-3-(2-tosyloxy-vinyl)-5-thia-1-aza-bicyclo[4.2.0]oct-2-ene (syn isomer, E-form) (0.35 g), formic acid (10 cc) and water (3 cc) is stirred at 50° C. for 30 minutes. Water (8 cc) is then added and the mixture is filtered and concentrated to dryness at 30° C. under 0.05 mm Hg (0.007 kPa). The residue is taken up in ethanol (2×20 cc), each time concentrating the mixture to dryness at 20° C. under 20 mm Hg... Starting materials: O (water), C([O-])([O-])=O.[Na+].[Na+] (sodium carbonate), C([O-])(O)=O.[Na+] (sodium bicarbonate), COC(=O)N1CCC(C(=C1)OC(C)=O)C (5-acetoxy-4-methyl-3,4-dihydro-2H-pyridine-1-carboxylic acid methyl ester). Run in CO (methanol), CO (methanol), CO (Methanol). The product is crude compound, COC(=O)N1CC(C(CC1)C)=O (4-Methyl-3-oxo-piperidine-1-carboxylic acid methyl ester). The yield is 32.0%. As a reaction SMILES: O.C(=O)([O-])[O-].[Na+].[Na+].C(=O)(O)[O-].[Na+].[CH3:13][O:14][C:15]([N:17]1[CH:22]=[C:21]([O:23]C(=O)C)[CH:20]([CH3:27])[CH2:19][CH2:18]1)=[O:16]>CO>[CH3:13][O:14][C:15]([N:17]1[CH2:18][CH2:19][CH:20]([CH3:27])[C:21](=[O:23])[CH2:22]1)=[O:16] |f:1.2.3,4.5|. Procedure details: In a 1000 ml round bottom flask, 50 g of crude 5-acetoxy-4-methyl-3,4-dihydro-2H-pyridine-1-carboxylic acid methyl ester was dissolved in 200 ml of methanol. To 300 ml water was added 30 g of sodium carbonate and 30 g sodium bicarbonate (pH=10). The aqueous buffer was added to the methanol solution. Methanol was added to the mixture until it stirred easily, and stirred at room temperature for 18 hours. The mixture was then concentrated to remove methanol. Water was added to the mixture to dissol...